From a dataset of the Open Reaction Database (ORD), a public repository of structured organic reaction records. describe an organic reaction: reactants, conditions, products, and yield Run at time 1 hour. Run in C(Cl)Cl (CH2Cl2). Procedure details: To a solution of 3-(3-imidazol-1-ylmethylphenyl)-5-iso-butyl-N-tert-butylthiophene-2-sulfonamide (68.8 mg, 0.159 mmol; see step (f)) in CH2Cl2 (2 mL) was added BCl3 (0.6 mL, 1.0 M in hexane) and the reaction mixture was stirred for 1 h at ambient temperature. The reaction mixture was concentrated in vacuo. Water (5 mL) was added to the residue and this was then extracted with EtOAc. The combined organic phase was washed with water and brine and dried over anhydrous MgSO4, concentrated in vacuo. ... Reaction SMILES: [N:1]1([CH2:6][C:7]2[CH:8]=[C:9]([C:13]3[CH:17]=[C:16]([CH2:18][CH:19]([CH3:21])[CH3:20])[S:15][C:14]=3[S:22]([NH:25]C(C)(C)C)(=[O:24])=[O:23])[CH:10]=[CH:11][CH:12]=2)[CH:5]=[CH:4][N:3]=[CH:2]1.B(Cl)(Cl)Cl.N1(C2C=CC=CN=2)CCCC1.Cl[C:46]([O:48][CH2:49][CH2:50][CH2:51][CH3:52])=[O:47].C(O)(=O)CC(CC(O)=O)(C(O)=O)O>C(Cl)Cl>[CH2:49]([O:48][C:46]([NH:25][S:22]([C:14]1[S:15][C:16]([CH2:18][CH:19]([CH3:20])[CH3:21])=[CH:17][C:13]=1[C:9]1[CH:10]=[CH:11][CH:12]=[C:7]([CH2:6][N:1]2[CH:5]=[CH:4][N:3]=[CH:2]2)[CH:8]=1)(=[O:23])=[O:24])=[O:47])[CH2:50][CH2:51][CH3:52]. Yields the product C(CCC)OC(=O)NS(=O)(=O)C=1SC(=CC1C1=CC(=CC=C1)CN1C=NC=C1)CC(C)C (N-Butyloxycarbonyl-3-(3-imidazol-1-ylmethylphenyl)-5-iso-butylthiophene-2-sulfonamide). Reactants: C(CC(O)(C(=O)O)CC(=O)O)(=O)O (Citric acid), N1(C=NC=C1)CC=1C=C(C=CC1)C1=C(SC(=C1)CC(C)C)S(=O)(=O)NC(C)(C)C (3-(3-imidazol-1-ylmethylphenyl)-5-iso-butyl-N-tert-butylthiophene-2-sulfonamide), B(Cl)(Cl)Cl (BCl3), N1(CCCC1)C1=NC=CC=C1 (pyrrolidinopyridine), ClC(=O)OCCCC (butyl chloroformate). Yield: 59.0%. Starting materials: NCCCN (1,3-diaminopropane), BrC1=NC=C(C=C1)Br (2,5-dibromopyridine), N1=CC=CC=C1 (pyridine), NCCCN (1,3-diaminopropane), Cl (hydrochloric acid). The solvent is O (water). Product: NCCCNC1=NC=C(C=C1)Br (2-(3-aminopropylamino)-5-bromopyridine). Reaction SMILES: [NH2:1][CH2:2][CH2:3][CH2:4][NH2:5].Br[C:7]1[CH:12]=[CH:11][C:10]([Br:13])=[CH:9][N:8]=1.N1C=CC=CC=1.Cl>O>[NH2:1][CH2:2][CH2:3][CH2:4][NH:5][C:7]1[CH:12]=[CH:11][C:10]([Br:13])=[CH:9][N:8]=1. Procedure details: A mixture of 1,3-diaminopropane (17.6 ml), 2,5-dibromopyridine (10 g) and pyridine (5 ml) was heated under reflux for 4 hr. After stripping off the excess of 1,3-diaminopropane, the residue was taken up in water, the pH adjusted to 7 (conc. hydrochloric acid) and the solution extracted with chloroform. The pH was raised to 14 and extracted with chloroform. After drying (K2CO3), the final extract was evaporated to give 2-(3-aminopropylamino)-5-bromopyridine (9.1 g) as an oil which was used withou...